Dataset: the Open Reaction Database (ORD), a public repository of structured organic reaction records. Task: describe an organic reaction: reactants, conditions, products, and yield Reactants: C(C)(=O)O (acetic acid), [H-].C(C(C)C)[Al+]CC(C)C (diisobutylaluminium hydride), C(#N)C1C(C2(OCCO2)CC1)CCCCCCCO (7-cyano-6-(7-hydroxyheptyl)-1,4-dioxaspiro[4,4]nonane). The solvent is C1=CC=CC=C1 (benzene), C(C)OCC (diethyl ether). Run at time 90 minute. Product: C(=O)C1C(C2(OCCO2)CC1)CCCCCCCO (7-formyl-6-(7-hydroxyheptyl)-1,4-dioxaspiro[4,4]nonane). As a reaction SMILES: [H-].C([Al+]CC(C)C)C(C)C.[C:11]([CH:13]1[CH2:21][CH2:20][C:15]2([O:19][CH2:18][CH2:17][O:16]2)[CH:14]1[CH2:22][CH2:23][CH2:24][CH2:25][CH2:26][CH2:27][CH2:28][OH:29])#N.C(O)(=[O:32])C>C1C=CC=CC=1.C(OCC)C>[CH:11]([CH:13]1[CH2:21][CH2:20][C:15]2([O:19][CH2:18][CH2:17][O:16]2)[CH:14]1[CH2:22][CH2:23][CH2:24][CH2:25][CH2:26][CH2:27][CH2:28][OH:29])=[O:32] |f:0.1|. Procedure details: A solution of diisobutylaluminium hydride (53 g.) in dry benzene (145 ml.) was added, with rapid stirring, to a solution of 7-cyano-6-(7-hydroxyheptyl)-1,4-dioxaspiro[4,4]nonane (43.2 g.) in dry diethyl ether (432 ml.) at 10°-15° C. Stirring at ambient temperature was continued for 90 minutes and the mixture was added to 2 N aqueous acetic acid (1 liter) at a temperature lower than 15° C. The organic phase was separated and the aqueous layer was extracted with diethyl ether. The combined organic... Starting materials: C(C)(=O)C=1N=CN2C1SC(=C2)C=2[C@@H]([C@H]1N(C2C(=O)[O-])C([C@@H]1[C@@H](C)O)=O)C.[Na+] (sodium (1S,5R,6S)-2-(7-acetylimidazo[5,1-b]thiazol-2-yl)-6-((1R)-1-hydroxyethyl)-1-methyl-1-carbapen-2-em-3-carboxylate), C(C(C)(C)C)(=O)OCI (pivaloyloxymethyl iodide). Run in C(C)(=O)OCC (ethyl acetate), CN(C)C=O (DMF). Run at time 1.5 hour. The product is C(C)(=O)C=1N=CN2C1SC(=C2)C=2[C@@H]([C@H]1N(C2C(=O)OCOC(C(C)(C)C)=O)C([C@@H]1[C@@H](C)O)=O)C (Pivaloyloxymethyl (1S,5R,6S)-2-(7-acetylimidazo[5,1-b]thiazol-2-yl)-6-((1R)-1-hydroxyethyl)-1-methyl-1-carbapen-2-em-3-carboxylate). Reaction SMILES: [C:1]([C:4]1[N:5]=[CH:6][N:7]2[CH:11]=[C:10]([C:12]3[C@H:13]([CH3:26])[C@@H:14]4[C@@H:21]([C@H:22]([OH:24])[CH3:23])[C:20](=[O:25])[N:15]4[C:16]=3[C:17]([O-:19])=[O:18])[S:9][C:8]=12)(=[O:3])[CH3:2].[Na+].[C:28]([O:34][CH2:35]I)(=[O:33])[C:29]([CH3:32])([CH3:31])[CH3:30]>CN(C=O)C.C(OCC)(=O)C>[C:1]([C:4]1[N:5]=[CH:6][N:7]2[CH:11]=[C:10]([C:12]3[C@H:13]([CH3:26])[C@@H:14]4[C@@H:21]([C@H:22]([OH:24])[CH3:23])[C:20](=[O:25])[N:15]4[C:16]=3[C:17]([O:19][CH2:35][O:34][C:28](=[O:33])[C:29]([CH3:32])([CH3:31])[CH3:30])=[O:18])[S:9][C:8]=12)(=[O:3])[CH3:2] |f:0.1|. Procedure details: To a solution of 38.1 mg of sodium (1S,5R,6S)-2-(7-acetylimidazo[5,1-b]thiazol-2-yl)-6-((1R)-1-hydroxyethyl)-1-methyl-1-carbapen-2-em-3-carboxylate in 3 ml of DMF was added 0.021 ml of pivaloyloxymethyl iodide under the atmosphere of argon at −30° C., and the mixture was stirred for 1.5 hours. The reaction mixture was diluted with 20 ml of ethyl acetate and washed with 20 ml of semi-saturated aqueous saline. The organic layer was dried over anhydrous magnesium sulfate, filtered, and concentrated... The reactants are NC=1C=C2C(=CNC2=CC1)C1CCN(CC1)C (5-amino-3-(1-methylpiperidin-4-yl)-1H-indole), 0.809, IC1=CC=C(C=C1)S(=O)(=O)Cl (4-iodobenzenesulfonyl chloride). The product is IC1=CC=C(C=C1)S(=O)(=O)NC=1C=C2C(=CNC2=CC1)C1CCN(CC1)C (5-(4-iodobenzenesulfonyl)amino-3-(1-methylpiperidin-4-yl)-1H-indole). RXN SMILES: [NH2:1][C:2]1[CH:3]=[C:4]2[C:8](=[CH:9][CH:10]=1)[NH:7][CH:6]=[C:5]2[CH:11]1[CH2:16][CH2:15][N:14]([CH3:17])[CH2:13][CH2:12]1.[I:18][C:19]1[CH:24]=[CH:23][C:22]([S:25](Cl)(=[O:27])=[O:26])=[CH:21][CH:20]=1>>[I:18][C:19]1[CH:24]=[CH:23][C:22]([S:25]([NH:1][C:2]2[CH:3]=[C:4]3[C:8](=[CH:9][CH:10]=2)[NH:7][CH:6]=[C:5]3[CH:11]2[CH2:16][CH2:15][N:14]([CH3:17])[CH2:13][CH2:12]2)(=[O:27])=[O:26])=[CH:21][CH:20]=1. Procedure details: Following the procedure described in detail in Example 39, 0.791 gm (3.45 mMol) 5-amino-3-(1-methylpiperidin-4-yl)-1H-indole and 1.1 gm (3.62 mMol) 4-iodobenzenesulfonyl chloride were used to prepare 0.809 (47.3%) of the title compound as a white powder. m.p.>250° C. Reactants: COC1=C(OC[C@H]2[C@@](CC[C@H]3C(CCC[C@]23C)(C)C)(O)C)C=CC(=C1)OC ((1S,2R,4aS,8aS)-1-(2,4-dimethoxyphenoxymethyl)-2,5,5,8a-tetramethyl-decahydronaphthalen-2-ol), Cl[Sn](Cl)(Cl)Cl (SnCl4). Run in C(Cl)Cl (CH2Cl2), C(Cl)Cl (CH2Cl2). Reaction conditions: temperature -78 celsius. The product is COC=1C=C2[C@@]3(CC[C@H]4C(CCC[C@@]4([C@H]3COC2=C(C1)OC)C)(C)C)C ((1R,10R,11S,16S)-4,6-dimethoxy-1,11,15,15-tetramethyl-8-oxatetracyclo[8.8.0.02,7.011,16]octadeca-2,4,6-triene). Isolated yield 80.2%. Reaction SMILES: [CH3:1][O:2][C:3]1[CH:25]=[C:24]([O:26][CH3:27])[CH:23]=[CH:22][C:4]=1[O:5][CH2:6][C@@H:7]1[C@:16]2([CH3:17])[C@H:11]([C:12]([CH3:19])([CH3:18])[CH2:13][CH2:14][CH2:15]2)[CH2:10][CH2:9][C@@:8]1([CH3:21])O.Cl[Sn](Cl)(Cl)Cl>C(Cl)Cl>[CH3:27][O:26][C:24]1[CH:23]=[C:22]2[C:4](=[C:3]([O:2][CH3:1])[CH:25]=1)[O:5][CH2:6][C@H:7]1[C@@:8]2([CH3:21])[CH2:9][CH2:10][C@@H:11]2[C@:16]1([CH3:17])[CH2:15][CH2:14][CH2:13][C:12]2([CH3:19])[CH3:18]. Procedure: To a solution of (1S,2R,4aS,8aS)-1-(2,4-dimethoxyphenoxymethyl)-2,5,5,8a-tetramethyl-decahydronaphthalen-2-ol (41) (0.90 g, 2.4 mmol) in CH2Cl2 (20 mL), cooled to −78° C., a solution of SnCl4 (1.11 mL, 9.56 mmol) in CH2Cl2 (10 mL) was added dropwise. The temperature was maintained at −78° C. for 4 h then the mixture was allowed to warm to room temperature overnight. The reaction was quenched with water (50 mL). The organic layer was separated, dried (Na2SO4) and concentrated. Purification by col... The reactants are C(C1=CC=CC=C1)OC1=CC=C(C=C1)C1=CC(NN=C1C(F)(F)F)=O (5-(4-benzyloxy-phenyl)-6-trifluoromethyl-2H-pyridazin-3-one), O(Cl)Cl.[P+5] (phosphorus(V) oxychloride). Reaction conditions: temperature 90 celsius. The product is C(C1=CC=CC=C1)OC1=CC=C(C=C1)C1=C(N=NC(=C1)Cl)C(F)(F)F (4-(4-benzyloxy-phenyl)-6-chloro-3-trifluoromethyl-pyridazine). RXN SMILES: [CH2:1]([O:8][C:9]1[CH:14]=[CH:13][C:12]([C:15]2[C:20]([C:21]([F:24])([F:23])[F:22])=[N:19][NH:18][C:17](=O)[CH:16]=2)=[CH:11][CH:10]=1)[C:2]1[CH:7]=[CH:6][CH:5]=[CH:4][CH:3]=1.O(Cl)[Cl:27].[P+5]>>[CH2:1]([O:8][C:9]1[CH:14]=[CH:13][C:12]([C:15]2[CH:16]=[C:17]([Cl:27])[N:18]=[N:19][C:20]=2[C:21]([F:24])([F:23])[F:22])=[CH:11][CH:10]=1)[C:2]1[CH:7]=[CH:6][CH:5]=[CH:4][CH:3]=1 |f:1.2|. Procedure: A mixture of the 5-(4-benzyloxy-phenyl)-6-trifluoromethyl-2H-pyridazin-3-one (0.491 mmol, 170 mg) and phosphorus(V) oxychloride may be heated at 90° C. for 2 h. The reaction mixture may be concentrated in vacuo, and ice may be added to the residue. The mixture may be neutralized with solid sodium bicarbonate and extracted with diethyl ether. Purification by column chromatography on silica gel gives 4-(4-benzyloxy-phenyl)-6-chloro-3-trifluoromethyl-pyridazine as a white solid. Reactants: S(=O)(Cl)Cl (Thionyl chloride), CC=1OCCSC1C(=O)O (5,6-dihydro-2-methyl-1,4-oxathiin-3-carboxylic acid), NC=1C=C(C(=O)OCC)C=CC1C (ethyl 3-amino-4-methylbenzoate). Run in C(Cl)Cl (methylene chloride), C(Cl)Cl (methylene chloride). Conditions: time 8 hour. Yields the product CC=1OCCSC1C(=O)NC=1C=C(C(=O)OCC)C=CC1C (Ethyl 3-[[(5,6-dihydro-2-methyl-1,4-oxathiin-3-yl)carbonyl]amino]-4-methylbenzoate). Yield: 0.1%. Reaction SMILES: S(Cl)(Cl)=O.[CH3:5][C:6]1[O:7][CH2:8][CH2:9][S:10][C:11]=1[C:12]([OH:14])=O.[NH2:15][C:16]1[CH:17]=[C:18]([CH:24]=[CH:25][C:26]=1[CH3:27])[C:19]([O:21][CH2:22][CH3:23])=[O:20]>C(Cl)Cl>[CH3:5][C:6]1[O:7][CH2:8][CH2:9][S:10][C:11]=1[C:12]([NH:15][C:16]1[CH:17]=[C:18]([CH:24]=[CH:25][C:26]=1[CH3:27])[C:19]([O:21][CH2:22][CH3:23])=[O:20])=[O:14]. Reported procedure: Thionyl chloride (4.5 g, 0.038 mole) was added to a stirred mixture of 5,6-dihydro-2-methyl-1,4-oxathiin-3-carboxylic acid (6.0 g, 0,037 mole) and methylene chloride (100 ml). The mixture was warmed to 30°-35° C. for 3 hours, then evaporated under reduced pressure. The residue, crude 5,6-dihydro-2-methyl-1,4-oxathiin-3-carbonyl chloride, was dissolved in methylene chloride (100 ml), and the ice-chilled solution treated dropwise with a solution of ethyl 3-amino-4-methylbenzoate (6.7 g, 0,037 mole...